The task is: describe an organic reaction: reactants, conditions, products, and yield. This data is from the Open Reaction Database (ORD), a public repository of structured organic reaction records. The product is CCCCN(CCCC)C(=O)Cc1c(C(=O)c2ccccc2)oc2ccc(OC)cc12. As a reaction SMILES: [C:1]([c:2]1[cH:3][cH:4][cH:5][cH:6][cH:7]1)(=[O:8])[c:9]1[o:10][c:11]2[c:12]([c:13]1[CH2:14][C:15](=[O:16])[OH:17])[cH:18][c:19]([O:22][CH3:23])[cH:20][cH:21]2.[CH2:34]([CH2:35][CH2:36][CH3:37])[NH:38][CH2:39][CH2:40][CH2:41][CH3:42].[CH2:57]([Cl:58])[CH2:59][Cl:60].[CH:43]([N:44]([CH2:45][CH3:46])[CH:47]([CH3:48])[CH3:49])([CH3:50])[CH3:51].[O:52]=[CH:53][N:54]([CH3:55])[CH3:56].[OH:24][n:25]1[c:26]2[c:27]([cH:28][cH:29][cH:30][cH:31]2)[n:32][n:33]1>>[C:1]([c:2]1[cH:3][cH:4][cH:5][cH:6][cH:7]1)(=[O:8])[c:9]1[o:10][c:11]2[c:12]([c:13]1[CH2:14][C:15](=[O:17])[N:38]([CH2:34][CH2:35][CH2:36][CH3:37])[CH2:39][CH2:40][CH2:41][CH3:42])[cH:18][c:19]([O:22][CH3:23])[cH:20][cH:21]2. Starting materials: COc1ccc2oc(C(=O)c3ccccc3)c(CC(=O)O)c2c1, CCCCNCCCC, ClCCCl, CCN(C(C)C)C(C)C, CN(C)C=O, On1nnc2ccccc21. The reactants are 0, C1(=CC=C(C=C1)C(=O)OC([C@H](O)[C@@H](O)C(=O)OC(=O)C1=CC=C(C=C1)C)=O)C (O,O'-di-p-toluoyl-L-tartaric acid), O,O'-di-p-toluoyl-L-tartaric anhydride. Run in O (water). Run at temperature 75 celsius, time 1 hour. The product is O.C1(=CC=C(C=C1)C(=O)OC([C@H](O)[C@@H](O)C(=O)OC(=O)C1=CC=C(C=C1)C)=O)C (O,O'-di-p-toluoyl-L-tartaric acid hydrate). Isolated yield 58.6%. As a reaction SMILES: [C:1]1([CH3:28])[CH:6]=[CH:5][C:4]([C:7]([O:9][C:10](=[O:27])[C@@H:11]([C@H:13]([C:15]([O:17][C:18]([C:20]2[CH:25]=[CH:24][C:23]([CH3:26])=[CH:22][CH:21]=2)=[O:19])=[O:16])[OH:14])[OH:12])=[O:8])=[CH:3][CH:2]=1>O>[OH2:8].[C:1]1([CH3:28])[CH:2]=[CH:3][C:4]([C:7]([O:9][C:10](=[O:27])[C@@H:11]([C@H:13]([C:15]([O:17][C:18]([C:20]2[CH:21]=[CH:22][C:23]([CH3:26])=[CH:24][CH:25]=2)=[O:19])=[O:16])[OH:14])[OH:12])=[O:8])=[CH:5][CH:6]=1 |f:2.3|. Procedure: To a 300 ml reaction vessel equipped with a stirrer, thermometer, condenser and a dropping funnel, 50 g of O,O'-di-p-toluoyl-L-tartaric anhydride and 150 g of water were supplied and the mixture was stirred at 90°-95° C. for 1 hour to carry out hydrolysis. After cooling the reaction mixture to 75° C. 0 1 g of seed crystal of O,O'-di-p-toluoyl-L-tartaric acid was added and the mixture was slowly cooled. Since oily product began to crystalize at 73° C., the mixture was stirred for 1 hour at this t... Reactants: O=[N+]([O-])c1cc(Cl)c(OC(F)(F)C(F)(F)F)cc1Cl, C1CCOC1. Product: Nc1cc(Cl)c(OC(F)(F)C(F)(F)F)cc1Cl. RXN SMILES: [Cl:1][c:2]1[c:3]([N+:17]([O-:18])=[O:19])[cH:4][c:5]([Cl:16])[c:6]([O:8][C:9]([C:10]([F:11])([F:12])[F:13])([F:14])[F:15])[cH:7]1.[O:20]1[CH2:21][CH2:22][CH2:23][CH2:24]1>>[Cl:1][c:2]1[c:3]([NH2:17])[cH:4][c:5]([Cl:16])[c:6]([O:8][C:9]([C:10]([F:11])([F:12])[F:13])([F:14])[F:15])[cH:7]1. The reactants are C(C)C=1C(N(CC1C)C(=O)NC1COC2=CC(=C(C=C2C1)S(N)(=O)=O)OC)=O (3-(3-ethyl-4-methyl-2-oxo-3-pyrroline-1-carboxamido)-6-sulfamoyl-7-methoxychroman), C([O-])([O-])=O.[K+].[K+] (potassium carbonate), CN=C=S (methyl isothiocyanate). The solvent is CS(=O)C (DMSO). Conditions: temperature 80 celsius, time 1 hour. Product: C(C)C=1C(N(CC1C)C(=O)NC1COC2=CC(=C(C=C2C1)S(=O)(=O)NC(=S)NC)OC)=O (3-(3-Ethyl-4-methyl-2-oxo-3-pyrroline-1-carboxamido)-6-(methylaminothiocarbonylaminosulfonyl)-7-methoxychroman). As a reaction SMILES: [CH2:1]([C:3]1[C:4](=[O:28])[N:5]([C:9]([NH:11][CH:12]2[CH2:21][C:20]3[C:15](=[CH:16][C:17]([O:26][CH3:27])=[C:18]([S:22](=[O:25])(=[O:24])[NH2:23])[CH:19]=3)[O:14][CH2:13]2)=[O:10])[CH2:6][C:7]=1[CH3:8])[CH3:2].C(=O)([O-])[O-].[K+].[K+].[CH3:35][N:36]=[C:37]=[S:38]>CS(C)=O>[CH2:1]([C:3]1[C:4](=[O:28])[N:5]([C:9]([NH:11][CH:12]2[CH2:21][C:20]3[C:15](=[CH:16][C:17]([O:26][CH3:27])=[C:18]([S:22]([NH:23][C:37]([NH:36][CH3:35])=[S:38])(=[O:24])=[O:25])[CH:19]=3)[O:14][CH2:13]2)=[O:10])[CH2:6][C:7]=1[CH3:8])[CH3:2] |f:1.2.3|. Procedure details: 2.05 g (5 mmol) of 3-(3-ethyl-4-methyl-2-oxo-3-pyrroline-1-carboxamido)-6-sulfamoyl-7-methoxychroman, 2.07 g (15 mmol) of finely powdered potassium carbonate and 0.44 g (6 mmol) of methyl isothiocyanate were suspended or dissolved in 20 ml of DMSO. The reaction mixture was stirred at 80° C. for 1 hour. The mixture was poured onto ice-water and the product was precipitated by acidification with hydrochloric acid. After the crude product had been filtered off with suction and dried, it was purifie...